Dataset: the Open Reaction Database (ORD), a public repository of structured organic reaction records. Task: describe an organic reaction: reactants, conditions, products, and yield The reactants are CCNc1ccc(NC(=O)CN(C)C)cc1N=C1SC(=C2Sc3ccc(OCCCl)cc3N2C)C(=O)N1Cc1ccccc1, CCCC[N+](CCCC)(CCCC)CCCC, C1CCOC1, CNC, [I-]. The product is CCNc1ccc(NC(=O)CN(C)C)cc1N=C1SC(=C2Sc3ccc(OCCN(C)C)cc3N2C)C(=O)N1Cc1ccccc1. As a reaction SMILES: [CH2:1]([c:2]1[cH:3][cH:4][cH:5][cH:6][cH:7]1)[N:8]1[C:9](=[N:28][c:29]2[cH:30][c:31]([NH:38][C:39]([CH2:40][N:41]([CH3:42])[CH3:43])=[O:44])[cH:32][cH:33][c:34]2[NH:35][CH2:36][CH3:37])[S:10][C:11](=[C:14]2[S:15][c:16]3[c:17]([cH:20][c:21]([O:24][CH2:25][CH2:26][Cl:27])[cH:22][cH:23]3)[N:18]2[CH3:19])[C:12]1=[O:13].[CH2:49]([N+:50]([CH2:51][CH2:52][CH2:53][CH3:54])([CH2:55][CH2:56][CH2:57][CH3:58])[CH2:59][CH2:60][CH2:61][CH3:62])[CH2:63][CH2:64][CH3:65].[CH2:66]1[O:67][CH2:68][CH2:69][CH2:70]1.[CH3:45][NH:46][CH3:47].[I-:48]>>[CH2:1]([c:2]1[cH:3][cH:4][cH:5][cH:6][cH:7]1)[N:8]1[C:9](=[N:28][c:29]2[cH:30][c:31]([NH:38][C:39]([CH2:40][N:41]([CH3:42])[CH3:43])=[O:44])[cH:32][cH:33][c:34]2[NH:35][CH2:36][CH3:37])[S:10][C:11](=[C:14]2[S:15][c:16]3[c:17]([cH:20][c:21]([O:24][CH2:25][CH2:26][N:46]([CH3:45])[CH3:47])[cH:22][cH:23]3)[N:18]2[CH3:19])[C:12]1=[O:13]. Yields the product OC(CCCl)c1cc(F)cc(Cl)c1. Reactants: B, CO, O=C(CCCl)c1cc(F)cc(Cl)c1, Cl, C1CCOC1. As a reaction SMILES: [BH3:1].[CH3:15][OH:16].[Cl:2][CH2:3][CH2:4][C:5](=[O:6])[c:7]1[cH:8][c:9]([Cl:14])[cH:10][c:11]([F:13])[cH:12]1.[ClH:17].[O:18]1[CH2:19][CH2:20][CH2:21][CH2:22]1>>[Cl:2][CH2:3][CH2:4][CH:5]([OH:6])[c:7]1[cH:8][c:9]([Cl:14])[cH:10][c:11]([F:13])[cH:12]1.